The task is: describe an organic reaction: reactants, conditions, products, and yield. This data is from the Open Reaction Database (ORD), a public repository of structured organic reaction records. The product is CN(C(=O)OC(C)(C)C)c1ccc(Br)cc1. RXN SMILES: [C:18](=[O:19])([O-:20])[O-:21].[C:3]([CH3:4])([CH3:5])([CH3:6])[O:7][C:8]([NH:9][c:10]1[cH:11][cH:12][c:13]([Br:16])[cH:14][cH:15]1)=[O:17].[Cs+:22].[Cs+:23].[I:1][CH3:2].[O:24]=[CH:25][N:26]([CH3:27])[CH3:28]>>[C:3]([CH3:4])([CH3:5])([CH3:6])[O:7][C:8]([N:9]([c:10]1[cH:11][cH:12][c:13]([Br:16])[cH:14][cH:15]1)[CH3:18])=[O:17]. Starting materials: O=C([O-])[O-], CC(C)(C)OC(=O)Nc1ccc(Br)cc1, [Cs+], [Cs+], CI, CN(C)C=O. Reactants: C1=CC=CC=C1 (benzene), CC=1NC(=C(C(C1C(=O)OCC)C1=C(C=CC=C1)[N+](=O)[O-])C(=O)OCC)CO (diethyl 2-methyl-4-(2-nitrophenyl)-6-hydroxymethyl-1,4-dihydropyridine-3,5-dicarboxylate), C(C)(=O)Cl (acetyl chloride). Run in N1=CC=CC=C1 (pyridine), C(Cl)Cl (methylene chloride). Yields the product CC=1NC(=C(C(C1C(=O)OCC)C1=C(C=CC=C1)[N+](=O)[O-])C(=O)OCC)COC(C)=O (diethyl 2-methyl-4-(2-nitrophenyl)-6-acetoxymethyl-1,4-dihydropyridine-3,5-dicarboxylate). The yield is 68.4%. Reaction SMILES: C1C=CC=CC=1.[CH3:7][C:8]1[NH:9][C:10]([CH2:33][OH:34])=[C:11]([C:28]([O:30][CH2:31][CH3:32])=[O:29])[CH:12]([C:19]2[CH:24]=[CH:23][CH:22]=[CH:21][C:20]=2[N+:25]([O-:27])=[O:26])[C:13]=1[C:14]([O:16][CH2:17][CH3:18])=[O:15].[C:35](Cl)(=[O:37])[CH3:36]>N1C=CC=CC=1.C(Cl)Cl>[CH3:7][C:8]1[NH:9][C:10]([CH2:33][O:34][C:35](=[O:37])[CH3:36])=[C:11]([C:28]([O:30][CH2:31][CH3:32])=[O:29])[CH:12]([C:19]2[CH:24]=[CH:23][CH:22]=[CH:21][C:20]=2[N+:25]([O-:27])=[O:26])[C:13]=1[C:14]([O:16][CH2:17][CH3:18])=[O:15]. Reported procedure: ((5) To a mixture of diethyl 2-methyl-4-(2-nitrophenyl)-6-hydroxymethyl-1,4-dihydropyridine-3,5-dicarboxylate (2.35 g) in pyridine (30 ml), was dropwise added a solution of acetyl chloride (942 mg) in methylene chloride (5 ml) under stirring and ice-cooling over the period of 7 minutes. The mixture was further stirred for 70 minutes at room temperature. The pyridine was distilled off under reduced pressure and ethyl acetate was added to the residue. The resultant mixture was washed twice with wa... Starting materials: C1CCOC1, CO, [Li+], [OH-], O, COC(=O)C1CCc2nnnn21. The product is O=C(O)C1CCc2nnnn21. RXN SMILES: [CH2:15]1[O:16][CH2:17][CH2:18][CH2:19]1.[CH3:21][OH:22].[Li+:14].[OH-:13].[OH2:20].[n:1]1[n:2][n:3][n:4]2[c:5]1[CH2:6][CH2:7][CH:8]2[C:9](=[O:10])[O:11][CH3:12]>>[n:1]1[n:2][n:3][n:4]2[c:5]1[CH2:6][CH2:7][CH:8]2[C:9](=[O:10])[OH:11]. Starting materials: CC(=O)O, CC(C)COC(=O)NCC1(c2ccc(I)cc2)CCNCC1, ClCCCl, CCOC(C)=O, O=CC1CC1. The product is CC(C)COC(=O)NCC1(c2ccc(I)cc2)CCN(CC2CC2)CC1. RXN SMILES: [C:28]([OH:29])(=[O:30])[CH3:31].[CH2:1]([CH:2]([CH3:3])[CH3:4])[O:5][C:6]([NH:7][CH2:8][C:9]1([c:15]2[cH:16][cH:17][c:18]([I:21])[cH:19][cH:20]2)[CH2:10][CH2:11][NH:12][CH2:13][CH2:14]1)=[O:22].[CH2:32]([Cl:33])[CH2:34][Cl:35].[CH3:36][CH2:37][O:38][C:39]([CH3:40])=[O:41].[CH:23]1([CH:26]=[O:27])[CH2:24][CH2:25]1>>[CH2:1]([CH:2]([CH3:3])[CH3:4])[O:5][C:6]([NH:7][CH2:8][C:9]1([c:15]2[cH:16][cH:17][c:18]([I:21])[cH:19][cH:20]2)[CH2:10][CH2:11][N:12]([CH2:26][CH:23]2[CH2:24][CH2:25]2)[CH2:13][CH2:14]1)=[O:22]. Starting materials: [N+](=O)([O-])C1=C(C=CC(=C1)C(F)(F)F)NCC(=O)OC(C)(C)C (tert-butyl (2-nitro-4-trifluoromethyl-phenylamino)-acetate), C(=S)(N1C=NC=C1)N1C=NC=C1 (1,1′-thiocarbonyldiimidazole), O (Water). Run in C1CCOC1 (THF). Conditions: time 8 hour. The product is SC1=NC2=C(N1CC(=O)OC(C)(C)C)C=CC(=C2)C(F)(F)F (tert-Butyl (2-mercapto-5-trifluoromethyl-benzoimidazol-1-yl)-acetate). Yield: 72.2%. Reaction SMILES: [N+:1]([C:4]1[CH:9]=[C:8]([C:10]([F:13])([F:12])[F:11])[CH:7]=[CH:6][C:5]=1[NH:14][CH2:15][C:16]([O:18][C:19]([CH3:22])([CH3:21])[CH3:20])=[O:17])([O-])=O.[C:23](N1C=CN=C1)(N1C=CN=C1)=[S:24].O>C1COCC1>[SH:24][C:23]1[N:14]([CH2:15][C:16]([O:18][C:19]([CH3:22])([CH3:21])[CH3:20])=[O:17])[C:5]2[CH:6]=[CH:7][C:8]([C:10]([F:13])([F:12])[F:11])=[CH:9][C:4]=2[N:1]=1. Reported procedure: In a test tube equipped with a septum, tert-butyl (2-nitro-4-trifluoromethyl-phenylamino)-acetate (Starting material 5-VIII, 80 mg, 0.25 mmol) is dissolved in dry THF (0.5 ml). Argon is allowed to bubble through this solution for 10 min. Then dry palladium on carbon (10% w/w, 26 mg, 10% mol) is added and the flask is set under H2 atmosphere. The resulting mixture is shaken vigorously at rt overnight. If necessary, another 8% mol of palladium on charcoal 10% w/w is added and the resulting suspens... Reactants: ClC1=C(C=CC=C1)Cl (o-dichlorobenzene), CC1=CC=C(C=C1)N1C(C2CC=C3C(C2C1=O)C1=C(O3)C=CC=C1)=O (2-(4-methylphenyl)-3a,4,10b,10c-tetrahydro-1H-benzofuro[3,2-e]isoindole-1,3(2H)-dione), C(#N)C1=C(C(=O)C(=C(C1=O)Cl)Cl)C#N (DDQ). Run in C(Cl)(Cl)Cl (chloroform). The product is CC1=CC=C(C=C1)N1C(C2C=CC=C3C2(C1=O)C1=C(O3)C=CC=C1)=O (2-(4-methylphenyl)-1H-benzofuro-[3,2-d]isoindole-1,3(2H)-dione). The yield is 36.2%. As a reaction SMILES: ClC1C=CC=CC=1Cl.[CH3:9][C:10]1[CH:15]=[CH:14][C:13]([N:16]2[C:24](=[O:25])[CH:23]3[CH:18]([CH2:19][CH:20]=[C:21]4OC5C=CC=CC=5[CH:22]43)[C:17]2=[O:33])=[CH:12][CH:11]=1.C([C:36]1[C:42](=O)[C:41](Cl)=[C:40](Cl)[C:38](=[O:39])[C:37]=1C#N)#N>C(Cl)(Cl)Cl>[CH3:9][C:10]1[CH:15]=[CH:14][C:13]([N:16]2[C:24](=[O:25])[C:23]34[C:37]5[CH:36]=[CH:42][CH:41]=[CH:40][C:38]=5[O:39][C:22]3=[CH:21][CH:20]=[CH:19][CH:18]4[C:17]2=[O:33])=[CH:12][CH:11]=1. Procedure details: 15 ml of o-dichlorobenzene was added to a mixture of 0.50 g of 2-(4-methylphenyl)-3a,4,10b,10c-tetrahydro-1H-benzofuro[3,2-e]isoindole-1,3(2H)-dione and 0.75 g of DDQ. The mixture was refluxed for 4 hours. The reaction mixture was mixed with 50 ml of chloroform. The resulting mixture was washed with an aqueous 10% potassium carbonate solution and an aqueous saturated sodium chloride solution in this order, and dried over anhydrous magnesium sulfate. The solvent was removed by distillation under ... Run in C(C)O (ethanol), CCCCCC (hexane). Reactants: C(C)C1=CC=C(C=C1)O (p-ethylphenol), BrCCC(CCC=C(C)C)C (1-bromo-3,7-dimethyl-6-octene), C(OC)COC (dimethoxy ethane), [OH-].[K+] (potassium hydroxide). Procedure: Into a 2 liter round-bottomed flask equipped with a cooling bath, stirrer and thermometer was placed 70 g. of p-ethylphenol and 400 ml dimethoxy ethane. The resulting solution was stirred and 30 g. of potassium hydroxide in 200 ml ethanol was added within 5 minutes. The temperature was maintained below 20° C during this addition and then 110 g. of 1-bromo-3,7-dimethyl-6-octene was added dropwise over 15 minutes. The reaction was stirred for two hours longer at 80° C and then allowed to rise to r... Product: C(C)C1=CC=C(C=C1)C(CC(CCC=C(C)C)C)OC(CC(CCC=C(C)C)C)C1=CC=C(C=C1)CC (p-ethyphenyl-3,7-dimethyl-6-octenyl ether). Reaction SMILES: [CH2:1]([C:3]1[CH:8]=[CH:7][C:6](O)=[CH:5][CH:4]=1)[CH3:2].[CH2:10]([CH2:13][O:14][CH3:15])OC.[OH-].[K+].BrC[CH2:20][CH:21]([CH3:28])[CH2:22][CH2:23][CH:24]=[C:25]([CH3:27])[CH3:26]>C(O)C.CCCCCC>[CH2:1]([C:3]1[CH:8]=[CH:7][C:6]([CH:15]([O:14][CH:13]([C:6]2[CH:7]=[CH:8][C:3]([CH2:1][CH3:2])=[CH:4][CH:5]=2)[CH2:10][CH:25]([CH3:26])[CH2:24][CH2:23][CH:22]=[C:21]([CH3:28])[CH3:20])[CH2:28][CH:21]([CH3:20])[CH2:22][CH2:23][CH:24]=[C:25]([CH3:26])[CH3:27])=[CH:5][CH:4]=1)[CH3:2] |f:2.3|.